From a dataset of the Open Reaction Database (ORD), a public repository of structured organic reaction records. describe an organic reaction: reactants, conditions, products, and yield Reactants: COC1=C(C=C2C(=N1)C(=CN2C)C2=CC=1C(=NC=CC1CNCCNC(OC(C)(C)C)=O)N2S(=O)(=O)C2=CC=C(C=C2)C)OC (tert-butyl (2-{[2-(5,6-dimethoxy-1-methyl-1H-pyrrolo[3,2-b]pyridin-3-yl)-1-(toluene-4-sulfonyl)-1H-pyrrolo[2,3-b]pyridin-4-ylmethyl]amino}ethyl)carbamate), [OH-].[K+] (potassium hydroxide). The product is COC1=C(C=C2C(=N1)C(=CN2C)C2=CC=1C(=NC=CC1CNCCNC(OC(C)(C)C)=O)N2)OC (tert-butyl (2-{[2-(5,6-dimethoxy-1-methyl-1H-pyrrolo[3,2-b]pyridin-3-yl)-1H-pyrrolo[2,3-b]pyridin-4-ylmethyl]amino}ethyl)carbamate). The yield is 83.4%. RXN SMILES: [CH3:1][O:2][C:3]1[N:8]=[C:7]2[C:9]([C:13]3[N:33](S(C4C=CC(C)=CC=4)(=O)=O)[C:16]4=[N:17][CH:18]=[CH:19][C:20]([CH2:21][NH:22][CH2:23][CH2:24][NH:25][C:26](=[O:32])[O:27][C:28]([CH3:31])([CH3:30])[CH3:29])=[C:15]4[CH:14]=3)=[CH:10][N:11]([CH3:12])[C:6]2=[CH:5][C:4]=1[O:44][CH3:45].[OH-].[K+]>>[CH3:1][O:2][C:3]1[N:8]=[C:7]2[C:9]([C:13]3[NH:33][C:16]4=[N:17][CH:18]=[CH:19][C:20]([CH2:21][NH:22][CH2:23][CH2:24][NH:25][C:26](=[O:32])[O:27][C:28]([CH3:31])([CH3:30])[CH3:29])=[C:15]4[CH:14]=3)=[CH:10][N:11]([CH3:12])[C:6]2=[CH:5][C:4]=1[O:44][CH3:45] |f:1.2|. Procedure: The product is prepared by following the procedure described in example 34 stage (k), starting with 0.19 g of tert-butyl (2-{[2-(5,6-dimethoxy-1-methyl-1H-pyrrolo[3,2-b]pyridin-3-yl)-1-(toluene-4-sulfonyl)-1H-pyrrolo[2,3-b]pyridin-4-ylmethyl]amino}ethyl)carbamate instead of the cyclopropyl-[2-(5,6-dimethoxy-1-methyl-1H-pyrrolo[3,2-b]pyridin-3-yl)-1-(toluene-4-sulfonyl)-1H-pyrrolo[2,3-b]pyridin-4-ylmethyl]amine used in example 34 stage (k) and 1.2 cm3 of 5N potassium hydroxide. 0.120 g of tert-bu... Reactants: O=C1C(CCCC2=C1C=CC=C2)C(=O)OCC (ethyl 6,7,8,9-tetrahydro-5-oxo-5H-benzocycloheptene-6-carboxylate), [O-]CC.[K+] (potassium ethoxide), [Cl-].[Na+] (sodium chloride), [BH4-].[Na+] (sodium tetrahydroborate), C1(=CC=C(C=C1)S(=O)(=O)OC)C (methyl p-toluenesulfonate), [Cl-].[NH4+] (ammonium chloride). Solvent: C1(=CC=CC=C1)C (toluene). Run at time 0.5 hour. Product: COC1=C(CCCC2=C1C=CC=C2)C(=O)OCC (ethyl 9-methoxy-6,7-dihydro-5H-benzocycloheptene-8-carboxylate). Isolated yield 52.3%. As a reaction SMILES: [O:1]=[C:2]1[C:8]2[CH:9]=[CH:10][CH:11]=[CH:12][C:7]=2[CH2:6][CH2:5][CH2:4][CH:3]1[C:13]([O:15][CH2:16][CH3:17])=[O:14].[O-][CH2:19]C.[K+].C1(C)C=CC(S(OC)(=O)=O)=CC=1.[Cl-].[Na+].[BH4-].[Na+].[Cl-].[NH4+]>C1(C)C=CC=CC=1>[CH3:19][O:1][C:2]1[C:8]2[CH:9]=[CH:10][CH:11]=[CH:12][C:7]=2[CH2:6][CH2:5][CH2:4][C:3]=1[C:13]([O:15][CH2:16][CH3:17])=[O:14] |f:1.2,4.5,6.7,8.9|. Procedure: A mixture of ethyl 6,7,8,9-tetrahydro-5-oxo-5H-benzocycloheptene-6-carboxylate (12.0 g, 51.7 mmol), potassium ethoxide (4.78 g, 56.8 mmol) and toluene (200 ml) was stirred at room temperature for 0.5 hour and then distilled under reduced pressure to remove the solvent. The residue was dissolved in N-methylpyrrolidinone (150 ml), followed by adding thereto methyl p-toluenesulfonate (10.6 g, 56.8 mmol), and the resulting mixture was stirred at 55-60° C. for 1 hour. The reaction mixture was poured ... Reactants: N#CC(CCC(=O)O)(c1ccccc1)c1ccccc1, CN(C)C=O, O=C(Cl)C(=O)Cl, ClCCl. Product: N#CC(CCC(=O)Cl)(c1ccccc1)c1ccccc1. As a reaction SMILES: [C:6](#[N:7])[C:8]([CH2:9][CH2:10][C:11](=[O:12])[OH:13])([c:14]1[cH:15][cH:16][cH:17][cH:18][cH:19]1)[c:20]1[cH:21][cH:22][cH:23][cH:24][cH:25]1.[CH3:1][N:2]([CH3:3])[CH:4]=[O:5].[Cl:26][C:27]([C:28]([Cl:29])=[O:30])=[O:31].[Cl:32][CH2:33][Cl:34]>>[C:6](#[N:7])[C:8]([CH2:9][CH2:10][C:11](=[O:12])[Cl:26])([c:14]1[cH:15][cH:16][cH:17][cH:18][cH:19]1)[c:20]1[cH:21][cH:22][cH:23][cH:24][cH:25]1.